This data is from the Open Reaction Database (ORD), a public repository of structured organic reaction records. The task is: describe an organic reaction: reactants, conditions, products, and yield The reactants are S(O)(O)(=O)=O (sulfuric acid), C(CC[C@@H](C(=O)O)NC(=O)C1=CC=C(NC[C@H]2CNC=3N=C(N)NC(=O)C3N2)C=C1)(=O)O ((6S)-tetrahydrofolic acid). Product: S(=O)(=O)(O)O.C(CC[C@@H](C(=O)O)NC(=O)C1=CC=C(NC[C@H]2CNC=3N=C(N)NC(=O)C3N2)C=C1)(=O)O ((6S)-tetrahydrofolic acid sulfate). RXN SMILES: [S:1](=[O:5])(=[O:4])([OH:3])[OH:2].[C:6]([OH:37])(=[O:36])[CH2:7][CH2:8][C@H:9]([NH:13][C:14]([C:16]1[CH:35]=[CH:34][C:19]([NH:20][CH2:21][C@@H:22]2[NH:33][C:32]3[C:30](=[O:31])[NH:29][C:27]([NH2:28])=[N:26][C:25]=3[NH:24][CH2:23]2)=[CH:18][CH:17]=1)=[O:15])[C:10]([OH:12])=[O:11]>>[S:1]([OH:5])([OH:4])(=[O:3])=[O:2].[C:6]([OH:37])(=[O:36])[CH2:7][CH2:8][C@H:9]([NH:13][C:14]([C:16]1[CH:17]=[CH:18][C:19]([NH:20][CH2:21][C@@H:22]2[NH:33][C:32]3[C:30](=[O:31])[NH:29][C:27]([NH2:28])=[N:26][C:25]=3[NH:24][CH2:23]2)=[CH:34][CH:35]=1)=[O:15])[C:10]([OH:12])=[O:11] |f:2.3|. Reported procedure: 11.0 g of sulfuric acid addition salt of (6S)-tetrahydrofolic acid having a (6S)-content of 65.5% are obtained, determined by means of HPLC. The reactants are CN(C)CCN(CC=1C=CC=CC1)C=2C=CC=CN2.Cl (Tripelennamine hydrochloride), C(CC(O)(C(=O)[O-])CC(=O)[O-])(=O)[O-] (citrate). Yields the product CN(C)CCN(CC=1C=CC(=CC1)OC)C=2C=CC=CN2.C(=C\C(=O)O)\C(=O)O (Pyrilamine maleate). As a reaction SMILES: [CH3:1][N:2]([CH2:4][CH2:5][N:6]([C:14]1[CH:15]=[CH:16][CH:17]=[CH:18][N:19]=1)[CH2:7][C:8]1[CH:9]=[CH:10][CH:11]=[CH:12][CH:13]=1)[CH3:3].Cl.[C:21]([O-:33])(=[O:32])[CH2:22][C:23](CC([O-])=O)([C:25]([O-:27])=[O:26])[OH:24]>>[CH3:3][N:2]([CH2:4][CH2:5][N:6]([C:14]1[CH:15]=[CH:16][CH:17]=[CH:18][N:19]=1)[CH2:7][C:8]1[CH:9]=[CH:10][C:11]([O:24][CH3:23])=[CH:12][CH:13]=1)[CH3:1].[CH:22](/[C:21]([OH:33])=[O:32])=[CH:23]/[C:25]([OH:27])=[O:26] |f:0.1,3.4|. Procedure details: Tripelennamine hydrochloride (or citrate) Starting materials: OC=1C=CC2=C(CCO2)C1 (5-hydroxy-2,3-dihydrobenzofuran), C([O-])([O-])=O.[K+].[K+] (potassium carbonate), BrCC#CC (1-bromo-2-butyne). The solvent is CC(=O)C (acetone). Yields the product C(C#CC)OC=1C=CC2=C(CCO2)C1 (5-(but-2-ynyloxy)-2,3-dihydrobenzofuran). As a reaction SMILES: [OH:1][C:2]1[CH:3]=[CH:4][C:5]2[O:9][CH2:8][CH2:7][C:6]=2[CH:10]=1.C(=O)([O-])[O-].[K+].[K+].Br[CH2:18][C:19]#[C:20][CH3:21]>CC(C)=O>[CH2:18]([O:1][C:2]1[CH:3]=[CH:4][C:5]2[O:9][CH2:8][CH2:7][C:6]=2[CH:10]=1)[C:19]#[C:20][CH3:21] |f:1.2.3|. Reported procedure: Following the same procedure as in Example 2), a mixture of 4.0 g (0.029 moles) of 5-hydroxy-2,3-dihydrobenzofuran, 4.0 g (0.029 moles) of anhydrous potassium carbonate in ml 25 of acetone was added with 3.9 g (0.029 moles) of 1-bromo-2-butyne. The mixture was heated to reflux for 6 hrs. After cooling to room temperature, the mixture was filtered and the filtrate evaporated u.v (20° C./ 21 mbar). The residue so obtained was purified by chromatography on silica column (eluant n-hexane/ethyl aceta... Starting materials: CC(=O)OC1CSC(O)(Br)C(OC(C)=O)C1OC(C)=O, O=C(c1ccc(S)cc1)C(F)(F)F. The product is CC(=O)OC1CSC(Sc2ccc(C(=O)C(F)(F)F)cc2)C(OC(C)=O)C1OC(C)=O. Reaction SMILES: [C:14]([CH3:15])(=[O:16])[O:17][CH:18]1[C:19]([Br:20])([OH:33])[S:21][CH2:22][CH:23]([O:29][C:30]([CH3:31])=[O:32])[CH:24]1[O:25][C:26]([CH3:27])=[O:28].[F:1][C:2]([C:3](=[O:4])[c:5]1[cH:6][cH:7][c:8]([SH:11])[cH:9][cH:10]1)([F:12])[F:13]>>[F:1][C:2]([C:3](=[O:4])[c:5]1[cH:6][cH:7][c:8]([S:11][CH:19]2[CH:18]([O:17][C:14]([CH3:15])=[O:16])[CH:24]([O:25][C:26]([CH3:27])=[O:28])[CH:23]([O:29][C:30]([CH3:31])=[O:32])[CH2:22][S:21]2)[cH:9][cH:10]1)([F:12])[F:13]. Starting materials: C(C)OC(C(O)C=1C(=NC=2N(C1I)N=C(C2)C(=O)OCC)C)=O (ethyl 6-(2-ethoxy-1-hydroxy-2-oxoethyl)-7-iodo-5-methylpyrazolo[1,5-a]pyrimidine-2-carboxylate), CC(=O)OI1(C=2C=CC=CC2C(=O)O1)(OC(=O)C)OC(=O)C (Dess-Martin Periodinane). Run in C(Cl)Cl (CH2Cl2), C(C)(=O)OCC (ethyl acetate). Reaction conditions: time 1 hour. Product: C(C)OC(C(=O)C=1C(=NC=2N(C1I)N=C(C2)C(=O)OCC)C)=O (ethyl 6-(2-ethoxy-2-oxoacetyl)-7-iodo-5-methylpyrazolo[1,5-a]pyrimidine-2-carboxylate). Isolated yield 90.5%. Reaction SMILES: [CH2:1]([O:3][C:4](=[O:23])[CH:5]([C:7]1[C:8]([CH3:22])=[N:9][C:10]2[N:11]([N:14]=[C:15]([C:17]([O:19][CH2:20][CH3:21])=[O:18])[CH:16]=2)[C:12]=1[I:13])[OH:6])[CH3:2].CC(OI1(OC(C)=O)(OC(C)=O)OC(=O)C2C=CC=CC1=2)=O>C(Cl)Cl.C(OCC)(=O)C>[CH2:1]([O:3][C:4](=[O:23])[C:5]([C:7]1[C:8]([CH3:22])=[N:9][C:10]2[N:11]([N:14]=[C:15]([C:17]([O:19][CH2:20][CH3:21])=[O:18])[CH:16]=2)[C:12]=1[I:13])=[O:6])[CH3:2]. Reported procedure: To a mixture of ethyl 6-(2-ethoxy-1-hydroxy-2-oxoethyl)-7-iodo-5-methylpyrazolo[1,5-a]pyrimidine-2-carboxylate (3.7 g, 6.41 mmol) in CH2Cl2 (80 mL) was added Dess-Martin Periodinane (2.72 g, 6.41 mmol) and the resulting mixture was stirred at rt for 1 h. The reaction mixture was diluted with ethyl acetate (500 mL) and washed with sat. aq. NaHCO3 solution (100 mL), dried (Na2SO4), filtered, and concentrated in vacuo. The residue was purified by silica gel chromatography (5-70% EtOAc/hexane) to af... The reactants are COC(=O)C=1N=C(C2=CC(=CC=C2C1O)OC1=CC=CC=C1)C(F)(F)F (4-hydroxy-7-phenoxy-1-trifluoromethyl-isoquinoline-3-carboxylic acid methyl ester), NCCC(=O)O (β-alanine), C[O-].[Na+] (NaOMe). Yields the product OC1=C(N=C(C2=CC(=CC=C12)OC1=CC=CC=C1)C(F)(F)F)C(=O)NCCC(=O)O (3-[(4-Hydroxy-7 phenoxy-1-trifluoromethyl-isoquinoline-3-carbonyl)-amino]-propionic acid). The yield is 86.5%. RXN SMILES: CO[C:3]([C:5]1[N:6]=[C:7]([C:23]([F:26])([F:25])[F:24])[C:8]2[C:13]([C:14]=1[OH:15])=[CH:12][CH:11]=[C:10]([O:16][C:17]1[CH:22]=[CH:21][CH:20]=[CH:19][CH:18]=1)[CH:9]=2)=[O:4].[NH2:27][CH2:28][CH2:29][C:30]([OH:32])=[O:31].C[O-].[Na+]>>[OH:15][C:14]1[C:13]2[C:8](=[CH:9][C:10]([O:16][C:17]3[CH:22]=[CH:21][CH:20]=[CH:19][CH:18]=3)=[CH:11][CH:12]=2)[C:7]([C:23]([F:25])([F:26])[F:24])=[N:6][C:5]=1[C:3]([NH:27][CH2:28][CH2:29][C:30]([OH:32])=[O:31])=[O:4] |f:2.3|. Procedure: A mixture of 4-hydroxy-7-phenoxy-1-trifluoromethyl-isoquinoline-3-carboxylic acid methyl ester (41 mg, 0.11 mmol), β-alanine (503 mg, 5.65 mmol) and NaOMe (8.5 mL, 4.24 mmol, 0.5 M in MeOH) was refluxed for 16 h. After cooling to r.t., the solvent was evaporated. The residue was partitioned between EtOAc (50 mL) and water (50 mL). 1 M HCl was added with stirring until pH was ˜2. The organic layer was dried over MgSO4 and concentrated. The crude product was purified by column chromatography (0-35... The reactants are C(C1=CC=CC=C1)N1CCOCC(C1)F (4-benzyl-6-fluoroperhydro-1,4-oxazepine), crude mixture, C(C1=CC=CC=C1)N1[C@H](COCC1)CF ((3R)-4-benzyl-3-fluoromethylmorpholine). The reagents and catalysts are [C].[Pd] (palladium-carbon). The solvent is CO (methanol). Conditions: time 1 hour. Product: FC[C@@H]1NCCOC1 ((3R)-3-fluoromethylmorpholine), FC1CNCCOC1 (6-fluoroperhydro-1,4-oxazepine). Reaction SMILES: C([N:8]1[CH2:13][CH2:12][O:11][CH2:10][C@@H:9]1[CH2:14][F:15])C1C=CC=CC=1.C([N:23]1[CH2:29][CH:28]([F:30])[CH2:27][O:26][CH2:25][CH2:24]1)C1C=CC=CC=1>CO.[C].[Pd]>[F:15][CH2:14][C@H:9]1[CH2:10][O:11][CH2:12][CH2:13][NH:8]1.[F:30][CH:28]1[CH2:27][O:26][CH2:25][CH2:24][NH:23][CH2:29]1 |f:3.4|. Procedure: The crude mixture (2.2 g) obtained by the previous procedure, which contained mainly (3R)-4-benzyl-3-fluoromethylmorpholine and 4-benzyl-6-fluoroperhydro-1,4-oxazepine, was dissolved in methanol (50 ml). The solution was hydrogenated in the presence of 10% palladium-carbon (200 mg) at room temperature. After 1 hour of stirring, palladium-carbon was removed by filtration and the filtrate was evaporated under reduced pressure. The two isomers were separated by column chromatography using 2% of met... The reactants are CCOCC, CC(C)(C)OC(=O)N1CC=C(c2ccc(Cl)cc2C#N)CC1, ClCCl, Cl, O=C(O)C(F)(F)F. Yields the product N#Cc1cc(Cl)ccc1C1=CCNCC1, Cl. Reaction SMILES: [CH3:31][CH2:32][O:33][CH2:34][CH3:35].[Cl:1][c:2]1[cH:3][c:4]([C:21]#[N:22])[c:5]([C:8]2=[CH:9][CH2:10][N:11]([C:14]([O:15][C:16]([CH3:17])([CH3:18])[CH3:19])=[O:20])[CH2:12][CH2:13]2)[cH:6][cH:7]1.[Cl:36][CH2:37][Cl:38].[ClH:30].[OH:23][C:24]([C:25]([F:26])([F:27])[F:28])=[O:29]>>[Cl:1][c:2]1[cH:3][c:4]([C:21]#[N:22])[c:5]([C:8]2=[CH:9][CH2:10][NH:11][CH2:12][CH2:13]2)[cH:6][cH:7]1.[ClH:30]. The reactants are CN(CC1CCSc2[nH]c3ccccc3c21)C(=O)OC(C)(C)C, CN(C)C=O, [Cl-], O=C(Cl)c1ccc(Cl)cc1, [H-], [NH4+], [Na+]. Yields the product CN(CC1CCSc2c1c1ccccc1n2C(=O)c1ccc(Cl)cc1)C(=O)OC(C)(C)C. Reaction SMILES: [C:1]([CH3:2])([CH3:3])([CH3:4])[O:5][C:6](=[O:7])[N:8]([CH3:9])[CH2:10][CH:11]1[CH2:12][CH2:13][S:14][c:15]2[nH:16][c:17]3[cH:18][cH:19][cH:20][cH:21][c:22]3[c:23]21.[CH3:38][N:39]([CH3:40])[CH:41]=[O:42].[Cl-:36].[Cl:26][c:27]1[cH:28][cH:29][c:30]([C:31](=[O:32])[Cl:33])[cH:34][cH:35]1.[H-:24].[NH4+:37].[Na+:25]>>[C:1]([CH3:2])([CH3:3])([CH3:4])[O:5][C:6](=[O:7])[N:8]([CH3:9])[CH2:10][CH:11]1[CH2:12][CH2:13][S:14][c:15]2[n:16]([C:31]([c:30]3[cH:29][cH:28][c:27]([Cl:26])[cH:35][cH:34]3)=[O:32])[c:17]3[cH:18][cH:19][cH:20][cH:21][c:22]3[c:23]21. Starting materials: CN(C)C=O, CCOC(=O)C(=O)c1csc(N)n1, Cc1ccc(N=C=O)cc1. The product is CCOC(=O)C(=O)c1csc(NC(=O)Nc2ccc(C)cc2)n1. As a reaction SMILES: [CH3:24][N:25]([CH3:26])[CH:27]=[O:28].[NH2:1][c:2]1[s:3][cH:4][c:5]([C:7]([C:8](=[O:9])[O:10][CH2:11][CH3:12])=[O:13])[n:6]1.[c:14]1([CH3:23])[cH:15][cH:16][c:17]([N:20]=[C:21]=[O:22])[cH:18][cH:19]1>>[NH:1]([c:2]1[s:3][cH:4][c:5]([C:7]([C:8](=[O:9])[O:10][CH2:11][CH3:12])=[O:13])[n:6]1)[C:21]([NH:20][c:17]1[cH:16][cH:15][c:14]([CH3:23])[cH:19][cH:18]1)=[O:22].